Dataset: the Open Reaction Database (ORD), a public repository of structured organic reaction records. Task: describe an organic reaction: reactants, conditions, products, and yield Starting materials: NN1C(C(=C(C2=CC=CC=C12)O)C1=NS(C2=C(N1)C=CC(=C2)OCC2=CC=CC=C2)(=O)=O)=O (1-amino-3-[7-(benzyloxy)-1,1-dioxido-4H-1,2,4-benzothiadiazin-3-yl]-4-hydroxyquinolin-2(1H)-one), C1(CCCC1)=O (cyclopentanone). The solvent is CN(C(C)=O)C (N,N-dimethylacetamide). Reaction conditions: temperature 165 celsius. Product: C(C1=CC=CC=C1)OC1=CC2=C(NC(=NS2(=O)=O)C=2C(N(C3=CC=CC=C3C2O)N=C2CCCC2)=O)C=C1 (3-[7-(benzyloxy)-1,1-dioxido-4H-1,2,4-benzothiadiazin-3-yl]-1-(cyclopentylideneamino)-4-hydroxyquinolin-2(1H)-one). Isolated yield 65.1%. RXN SMILES: [NH2:1][N:2]1[C:11]2[C:6](=[CH:7][CH:8]=[CH:9][CH:10]=2)[C:5]([OH:12])=[C:4]([C:13]2[NH:18][C:17]3[CH:19]=[CH:20][C:21]([O:23][CH2:24][C:25]4[CH:30]=[CH:29][CH:28]=[CH:27][CH:26]=4)=[CH:22][C:16]=3[S:15](=[O:32])(=[O:31])[N:14]=2)[C:3]1=[O:33].[C:34]1(=O)[CH2:38][CH2:37][CH2:36][CH2:35]1>CN(C)C(=O)C>[CH2:24]([O:23][C:21]1[CH:20]=[CH:19][C:17]2[NH:18][C:13]([C:4]3[C:3](=[O:33])[N:2]([N:1]=[C:34]4[CH2:38][CH2:37][CH2:36][CH2:35]4)[C:11]4[C:6]([C:5]=3[OH:12])=[CH:7][CH:8]=[CH:9][CH:10]=4)=[N:14][S:15](=[O:32])(=[O:31])[C:16]=2[CH:22]=1)[C:25]1[CH:26]=[CH:27][CH:28]=[CH:29][CH:30]=1. Procedure details: The product of Example 304F (0.284 g, 0.61 mmol) and cyclopentanone (0.80 mL, 9.04 mmol) in N,N-dimethylacetamide (2 mL) were reacted at 130° C. for 40 minutes in a microwave reactor in a sealed tube. The reaction was concentrated under a stream of nitrogen warmed through a manifold heated to 165° C. The resulting residue was triturated with diethyl ether and filtered to give the title compound (0.210 g, 65%). 1H NMR (300 MHz, DMSO-d6) δ ppm 1.72 (m, 2 H) 1.87 (m, 2 H) 2.16 (m, 2 H) 2.71 (m, 2 H... Product: C(C1=CC=CC=C1)OC(C[C@H](CN(C)C)NC(CCCCCCCOCC1=CC=C(C=C1)C1=CC=CC=C1)=O)=O ((R)-3-[8-(biphenyl-4-ylmethoxy)-octanoylamino]-4-dimethylamino-butyric acid benzyl ester). RXN SMILES: C(O)CCCCCCCO.BrCC1C=CC(C2C=CC=CC=2)=CC=1.[C:25]1([C:42]2[CH:47]=[CH:46][CH:45]=[CH:44][CH:43]=2)[CH:30]=[CH:29][C:28]([CH2:31][O:32][CH2:33][CH2:34][CH2:35][CH2:36][CH2:37][CH2:38][CH2:39][CH2:40][OH:41])=[CH:27][CH:26]=1.C1(C2C=CC=CC=2)C=CC(COCCCCCCCC(O)=O)=CC=1.Cl.Cl.[CH2:74]([O:81][C:82](=[O:90])[CH2:83][C@@H:84]([NH2:89])[CH2:85][N:86]([CH3:88])[CH3:87])[C:75]1[CH:80]=[CH:79][CH:78]=[CH:77][CH:76]=1>>[CH2:74]([O:81][C:82](=[O:90])[CH2:83][C@@H:84]([NH:89][C:40](=[O:41])[CH2:39][CH2:38][CH2:37][CH2:36][CH2:35][CH2:34][CH2:33][O:32][CH2:31][C:28]1[CH:27]=[CH:26][C:25]([C:42]2[CH:43]=[CH:44][CH:45]=[CH:46][CH:47]=2)=[CH:30][CH:29]=1)[CH2:85][N:86]([CH3:87])[CH3:88])[C:75]1[CH:80]=[CH:79][CH:78]=[CH:77][CH:76]=1 |f:4.5.6|. The reactants are C(CCCCCCCO)O (1,8-octanediol), C1(=CC=C(C=C1)COCCCCCCCC(=O)O)C1=CC=CC=C1 (8-(biphenyl-4-ylmethoxy)-octanoic acid), Cl.Cl.C(C1=CC=CC=C1)OC(C[C@H](CN(C)C)N)=O ((R)-3-amino-4-dimethylamino-butyric acid benzyl ester dihydrochloride), BrCC1=CC=C(C=C1)C1=CC=CC=C1 (4-(bromomethyl)-biphenyl), C1(=CC=C(C=C1)COCCCCCCCCO)C1=CC=CC=C1 (8-(biphenyl-4-ylmethoxy)-octan-1-ol). Procedure details: The title compound, m/e=455.3 ([M+H]+), was produced in analogy with intermediate 1, steps 1 to 4. Thus, 1,8-octanediol was alkylated in step 1 with 4-(bromomethyl)-biphenyl, leading to 8-(biphenyl-4-ylmethoxy)-octan-1-ol, which was oxidized in step 2 to 8-(biphenyl-4-ylmethoxy)-octanoic acid. This was coupled in step 3 with (R)-3-amino-4-dimethylamino-butyric acid benzyl ester dihydrochloride to produce (R)-3-[8-(biphenyl-4-ylmethoxy)-octanoylamino]-4-dimethylamino-butyric acid benzyl ester, wh... The reactants are CC(C)O, [H][H], O=C(OCC1CC1)c1ccc(OCc2ccccc2)cc1. The product is O=C(OCC1CC1)c1ccc(O)cc1. RXN SMILES: [CH3:24][CH:25]([OH:26])[CH3:27].[H:22][H:23].[c:1]1([CH2:2][O:8][c:9]2[cH:10][cH:11][c:12]([C:13](=[O:14])[O:15][CH2:16][CH:17]3[CH2:18][CH2:19]3)[cH:20][cH:21]2)[cH:3][cH:4][cH:5][cH:6][cH:7]1>>[OH:8][c:9]1[cH:10][cH:11][c:12]([C:13](=[O:14])[O:15][CH2:16][CH:17]2[CH2:18][CH2:19]2)[cH:20][cH:21]1.